From a dataset of the Open Reaction Database (ORD), a public repository of structured organic reaction records. describe an organic reaction: reactants, conditions, products, and yield The reactants are O=C([O-])[O-], Cc1ccc(S(=O)(=O)OC2CCOC2)cc1, CC#N, [K+], [K+], Cn1ccc(NC(=O)c2cc(O)cc(OCc3ccccc3)c2)n1. Reaction SMILES: [C:41](=[O:42])([O-:43])[O-:44].[CH3:25][c:26]1[cH:27][cH:28][c:29]([S:30]([O:31][CH:36]2[CH2:37][O:38][CH2:39][CH2:40]2)(=[O:32])=[O:33])[cH:34][cH:35]1.[CH3:47][C:48]#[N:49].[K+:45].[K+:46].[OH:1][c:2]1[cH:3][c:4]([C:5](=[O:6])[NH:7][c:8]2[n:9][n:10]([CH3:13])[cH:11][cH:12]2)[cH:14][c:15]([O:17][CH2:18][c:19]2[cH:20][cH:21][cH:22][cH:23][cH:24]2)[cH:16]1>>[O:1]([c:2]1[cH:3][c:4]([C:5](=[O:6])[NH:7][c:8]2[n:9][n:10]([CH3:13])[cH:11][cH:12]2)[cH:14][c:15]([O:17][CH2:18][c:19]2[cH:20][cH:21][cH:22][cH:23][cH:24]2)[cH:16]1)[CH:36]1[CH2:37][O:38][CH2:39][CH2:40]1. The product is Cn1ccc(NC(=O)c2cc(OCc3ccccc3)cc(OC3CCOC3)c2)n1. The reactants are BrC1=CC=NC2=CC=C(C=C12)OCC(=O)OC (methyl 4-bromoquinolin-6-yloxyacetate), N1=CC=C(C=C1)N1CCNCC1 (1-(4-pyridyl)piperazine). The reagents and catalysts are Cl (HCl). Solvent: C(C)(C)O (isopropanol). Yields the product N1=CC=C(C=C1)N1CCN(CC1)C1=CC=NC2=CC=C(C=C12)OCC(=O)OC (methyl 4-[4-(4-pyridyl)piperazin-1-yl]quinolin-6-yloxyacetate). The yield is 34.3%. RXN SMILES: Br[C:2]1[C:11]2[C:6](=[CH:7][CH:8]=[C:9]([O:12][CH2:13][C:14]([O:16][CH3:17])=[O:15])[CH:10]=2)[N:5]=[CH:4][CH:3]=1.[N:18]1[CH:23]=[CH:22][C:21]([N:24]2[CH2:29][CH2:28][NH:27][CH2:26][CH2:25]2)=[CH:20][CH:19]=1>C(O)(C)C.Cl>[N:18]1[CH:23]=[CH:22][C:21]([N:24]2[CH2:25][CH2:26][N:27]([C:2]3[C:11]4[C:6](=[CH:7][CH:8]=[C:9]([O:12][CH2:13][C:14]([O:16][CH3:17])=[O:15])[CH:10]=4)[N:5]=[CH:4][CH:3]=3)[CH2:28][CH2:29]2)=[CH:20][CH:19]=1. Procedure details: To a solution of methyl 4-bromoquinolin-6-yloxyacetate (169 mg) in isopropanol(10 ml) was added 1-(4-pyridyl)piperazine (93 mg) followed by 2 drops of saturated ethereal HCl. The resulting mixture was refluxed for 18 hours. The mixture was filtered and concentrated. Purification by flash column chromatography on silica, eluting with methanol/dichloromethane (10% to 15% v/v in 1% increments) gave methyl 4-[4-(4-pyridyl)piperazin-1-yl]quinolin-6-yloxyacetate (74 mg) as a solid: NMR(d6DMSO) δ3.2-3.... The reactants are C(C1=CC=CC=C1)OC1=C(C=C(C(=O)NC2=CC=C(C(=O)OC)C=C2)C=C1Cl)Cl (Methyl 4-(4-(benzyloxy)-3,5-dichlorobenzamido)benzoate), B(Cl)(Cl)Cl (boron trichloride). Run in C(Cl)Cl (DCM). Reaction conditions: time 12 hour. Product: ClC=1C=C(C(=O)NC2=CC=C(C(=O)OC)C=C2)C=C(C1O)Cl (Methyl 4-(3,5-dichloro-4-hydroxybenzamido)benzoate). Isolated yield 83.3%. Reaction SMILES: C([O:8][C:9]1[C:27]([Cl:28])=[CH:26][C:12]([C:13]([NH:15][C:16]2[CH:25]=[CH:24][C:19]([C:20]([O:22][CH3:23])=[O:21])=[CH:18][CH:17]=2)=[O:14])=[CH:11][C:10]=1[Cl:29])C1C=CC=CC=1.B(Cl)(Cl)Cl>C(Cl)Cl>[Cl:28][C:27]1[CH:26]=[C:12]([CH:11]=[C:10]([Cl:29])[C:9]=1[OH:8])[C:13]([NH:15][C:16]1[CH:17]=[CH:18][C:19]([C:20]([O:22][CH3:23])=[O:21])=[CH:24][CH:25]=1)=[O:14]. Reported procedure: A solution of methyl 4-(4-(benzyloxy)-3,5-dichlorobenzamido)benzoate (4) (8.8 g, 20.5 mmol) in DCM (500 mL) was cooled to 0° C. and treated dropwise with boron trichloride (20.5 mL, 20.5 mmol, 1 M in DCM). The mixture was then allowed to stir at RT for 12 h. The mixture was cooled in an ice bath then quenched by addition of water (150 mL). The resultant mixture was partitioned between EtOAc (200 mL) and H2O (100 mL). The aqueous phase was extracted with EtOAc (2×75 mL) and the combined organic p... Starting materials: N1C=NC=C1 (Imidazole), BrCC#CCN1C(N(C=C1)C)=O (1-(4-bromo-2-butynyl)-1,3-dihydro-3-methyl-2H-imidazol-2-one). Solvent: O1CCOCC1 (dioxane). The product is N1(C=NC=C1)CC#CCN1C(N(C=C1)C)=O (1,3-Dihydro-1-[4-(1H-imidazol-1-yl)-2-butynyl]-3-methyl-2H-imidazol-2-one). Yield: 79.3%. Reaction SMILES: [NH:1]1[CH:5]=[CH:4][N:3]=[CH:2]1.Br[CH2:7][C:8]#[C:9][CH2:10][N:11]1[CH:15]=[CH:14][N:13]([CH3:16])[C:12]1=[O:17]>O1CCOCC1>[N:1]1([CH2:7][C:8]#[C:9][CH2:10][N:11]2[CH:15]=[CH:14][N:13]([CH3:16])[C:12]2=[O:17])[CH:5]=[CH:4][N:3]=[CH:2]1. Procedure: Imidazole (3.87 g, 0.057 mol) was added to a stirred solution of 1-(4-bromo-2-butynyl)-1,3-dihydro-3-methyl-2H-imidazol-2-one (3.26 g, 0.014 mol) in dioxane (50 mL). After 18 hr the dioxane was evaporated and the residue was chromatographed on silica gel to give 2.4 g of product. Reactants: BrN1C(CCC1=O)=O (N-bromosuccinimide), Cl (HCl), CC1=C2C=C(NC2=C(C=C1)C)C(=O)OC (methyl 4,7-dimethylindole-2-carboxylate), ice water. Solvent: CN(C)C=O (DMF), CN(C)C=O (DMF). Conditions: time 30 minute. The product is BrC1=C(NC2=C(C=CC(=C12)C)C)C(=O)OC (methyl 3-bromo-4,7-dimethylindole-2-carboxylate). The yield is 36.9%. Reaction SMILES: [CH3:1][C:2]1[CH:10]=[CH:9][C:8]([CH3:11])=[C:7]2[C:3]=1[CH:4]=[C:5]([C:12]([O:14][CH3:15])=[O:13])[NH:6]2.[Br:16]N1C(=O)CCC1=O.Cl>CN(C=O)C>[Br:16][C:4]1[C:3]2[C:7](=[C:8]([CH3:11])[CH:9]=[CH:10][C:2]=2[CH3:1])[NH:6][C:5]=1[C:12]([O:14][CH3:15])=[O:13]. Procedure details: A solution of 1.0 g (4.9 mmol) of methyl 4,7-dimethylindole-2-carboxylate in 22 ml of DMF was cooled to 0° C. A solution of 1.03 g (9.8 mmol) of N-bromosuccinimide in 52 ml of DMF was added dropwise at 0° C. over a period of 1 hour and the reaction mixture was stirred for 30 minutes. The reaction mixture was poured into 400 ml of ice water, acidified with a 1N HCl aqueous solution and extracted with 100 ml of ethyl acetate three times. The ethyl acetate layers were combined, dried over anhydrous... Reactants: ClC=1N=NC(=CC1)N1CCNCC1 (3-chloro-6-(1-piperazinyl)pyridazine), C1(=CC=CC=C1)OC(=O)OCC(=O)OCC (ethyl [(phenyloxycarbonyl)oxy]acetate). Product: ClC1=CC=C(N=N1)N1CCN(CC1)C(=O)OCC(=O)OCC (2-(ethyloxy)-2-oxoethyl 4-(6-chloro-3-pyridazinyl)-1-piperazinecarboxylate). RXN SMILES: [Cl:1][C:2]1[N:3]=[N:4][C:5]([N:8]2[CH2:13][CH2:12][NH:11][CH2:10][CH2:9]2)=[CH:6][CH:7]=1.C1([O:20][C:21]([O:23][CH2:24][C:25]([O:27][CH2:28][CH3:29])=[O:26])=O)C=CC=CC=1>>[Cl:1][C:2]1[N:3]=[N:4][C:5]([N:8]2[CH2:9][CH2:10][N:11]([C:21]([O:23][CH2:24][C:25]([O:27][CH2:28][CH3:29])=[O:26])=[O:20])[CH2:12][CH2:13]2)=[CH:6][CH:7]=1. Procedure details: The process is performed as described in Example 1 (step 1.2.). Starting with 1.60 g (8.05 mmol) of 3-chloro-6-(1-piperazinyl)pyridazine (J. Med. Chem., 18, 2002, 4011-4017) and 1.99 g (8.86 mmol) of ethyl [(phenyloxycarbonyl)oxy]acetate, prepared in step 1.1. of Example 1, and after chromatography on silica gel, eluting with a 98/2 mixture of dichloromethane and methanol, 1.70 g of product are obtained in the form of a white solid. Reactants: [OH-].[K+] (KOH), COC(=O)C=1C=CC(=CC1)O (methyl p-hydroxybenzoate), CC(CCCO)CC (4-methylhexanol), ii, C[C@H](CCCOC=1C=C(C(=CC1)C)S(=O)(=O)[O-])CC ((S)-p-(4-methylhexyloxy)toluenesulfonate). Solvent: CO (methanol). Product: C[C@H](CCCOC1=CC=C(C(=O)OC)C=C1)CC (methyl (S)-p-(4-methylhexyloxy)benzoate). Yield: 97.0%. Reaction SMILES: [OH-].[K+].[CH3:3][O:4][C:5]([C:7]1[CH:8]=[CH:9][C:10]([OH:13])=[CH:11][CH:12]=1)=[O:6].[CH3:14][C@@H:15]([CH2:31][CH3:32])[CH2:16][CH2:17][CH2:18]OC1C=C(S([O-])(=O)=O)C(C)=CC=1.CC(CC)CCCO>CO>[CH3:14][C@@H:15]([CH2:31][CH3:32])[CH2:16][CH2:17][CH2:18][O:13][C:10]1[CH:11]=[CH:12][C:7]([C:5]([O:4][CH3:3])=[O:6])=[CH:8][CH:9]=1 |f:0.1|. Reported procedure: KOH (5 g, 0.09 mol) was added to a solution of methyl p-hydroxybenzoate (13.6 g, 0.09 mol) dissolved in methanol (66 ml), followed by dissolving these together on heating, adding (S)-p-(4-methylhexyloxy)toluenesulfonate (20 g, 0.07 mol) prepared from 4-methylhexanol in the same manner as in Example 1, (ii), heating the mixture under reflux for 10 hours, extracting the reaction mixture with toluene after completion of the reaction, distilling off the solvent, to obtain methyl (S)-p-(4-methylhexyl... The reactants are C(C)(=O)C1=CC(=C(C(=C1C1=CC(=CC=C1)F)N1C(OCC1)=O)C)Cl (3-(6-acetyl-4-chloro-3′-fluoro-3-methylbiphenyl-2-yl)-1,3-oxazolidin-2-one), C(C)(=O)[O-].[NH4+] (ammonium acetate), C(#N)[BH3-].[Na+] (sodium cyanoborohydride). The solvent is CO (methanol), C(C)#N (acetonitrile). Run at temperature 65 celsius. The product is NC(C)C1=CC(=C(C(=C1C1=CC(=CC=C1)F)N1C(OCC1)=O)C)Cl (3-[6-(1-Aminoethyl)-4-chloro-3′-fluoro-3-methylbiphenyl-2-yl]-1,3-oxazolidin-2-one). Reaction SMILES: [C:1]([C:4]1[C:9]([C:10]2[CH:15]=[CH:14][CH:13]=[C:12]([F:16])[CH:11]=2)=[C:8]([N:17]2[CH2:21][CH2:20][O:19][C:18]2=[O:22])[C:7]([CH3:23])=[C:6]([Cl:24])[CH:5]=1)(=O)[CH3:2].C([O-])(=O)C.[NH4+].C([BH3-])#[N:31].[Na+]>CO.C(#N)C>[NH2:31][CH:1]([C:4]1[C:9]([C:10]2[CH:15]=[CH:14][CH:13]=[C:12]([F:16])[CH:11]=2)=[C:8]([N:17]2[CH2:21][CH2:20][O:19][C:18]2=[O:22])[C:7]([CH3:23])=[C:6]([Cl:24])[CH:5]=1)[CH3:2] |f:1.2,3.4|. Procedure details: A mixture of 3-(6-acetyl-4-chloro-3′-fluoro-3-methylbiphenyl-2-yl)-1,3-oxazolidin-2-one (14 mg, 0.040 mmol) and ammonium acetate (31 mg, 0.40 mmol) and sodium cyanoborohydride (5 mg, 0.08 mmol) in methanol (0.1 mL) and acetonitrile (0.1 mL) was heated at 65° C. overnight in a sealed tube. The mixture was cooled to room temperature, quenched with saturated sodium bicarbonate and extracted with dichloromethane. The combined extracts were dried over magnesium sulfate and evaporated to dryness. The ... Reactants: ClC=1C(=NOC1NS(=O)(=O)C1=C(SC=C1)C(=O)NC1=C(C=C(C(=C1)OC)OC)C(=O)OC)C (N-(4-chloro-3-methyl-5-isoxazolyl)-2-[(4,5-dimethoxy-2-methoxycarbonylphenyl)aminocarbonyl]thiophene-3-sulfonamide), Cl (HCl). The solvent is [OH-].[Na+] (NaOH). Reaction conditions: time 8 hour. Yields the product S1C=C(C=C1)S(=O)(=O)N (thiophene-3-sulfonamide). Yield: 87.0%. As a reaction SMILES: ClC1C(C)=NOC=1[NH:7][S:8]([C:11]1[CH:15]=[CH:14][S:13][C:12]=1C(NC1C=C(OC)C(OC)=CC=1C(OC)=O)=O)(=[O:10])=[O:9].Cl>[OH-].[Na+]>[S:13]1[CH:14]=[CH:15][C:11]([S:8]([NH2:7])(=[O:10])=[O:9])=[CH:12]1 |f:2.3|. Procedure: NaOH (1.5 N, 250 ml) was added to N-(4-chloro-3-methyl-5-isoxazolyl)-2-[(4,5-dimethoxy-2-methoxycarbonylphenyl)aminocarbonyl]thiophene-3-sulfonamide (EXAMPLE 149); 410 mg). The resulting suspension was stirred at room temperature overnight to give a clear solution. The mixture was acidified using concentrated HCl with cooling. The resulting precipitate was filtered, washed with water (3×50 ml) and dried on a lyophilyzer to give N-(4-chloro-3-methyl-5-isoxazolyl)2-{[2-carboxyl-4,5-(methylenedioxy... The reactants are C(C)(=O)[O-].[Na+] (sodium acetate), C(C)(=O)O[C@]1(C(COC(C)=O)=O)CC[C@H]2[C@@H]3CCC4=CC(CC[C@]4(C)[C@H]3CC[C@]12C)=O (17,21-diacetoxy-4-pregnene-3,20-dione). The solvent is C(Cl)Cl (methylene chloride), COCOC (formaldehyde dimethylacetal), P(=O)(Cl)(Cl)Cl (phosphorus oxychloride), C(Cl)Cl (methylene chloride), O (water). Product: C(C)(=O)O[C@]1(C(COC(C)=O)=O)CC[C@H]2[C@@H]3CC(C4=CC(CC[C@]4(C)[C@H]3CC[C@]12C)=O)=C (17,21-diacetoxy-6-methylene-4-pregnene-3,20-dione). The yield is 80.3%. RXN SMILES: [C:1]([O-])(=O)C.[Na+].[C:6]([O:9][C@:10]1([C@:34]2([CH3:35])[C@H:20]([C@H:21]3[C@H:31]([CH2:32][CH2:33]2)[C@:29]2([CH3:30])[C:24](=[CH:25][C:26](=[O:36])[CH2:27][CH2:28]2)[CH2:23][CH2:22]3)[CH2:19][CH2:18]1)[C:11](=[O:17])[CH2:12][O:13][C:14](=[O:16])[CH3:15])(=[O:8])[CH3:7]>C(Cl)Cl.COCOC.P(Cl)(Cl)(Cl)=O.O>[C:6]([O:9][C@:10]1([C@:34]2([CH3:35])[C@H:20]([C@H:21]3[C@H:31]([CH2:32][CH2:33]2)[C@:29]2([CH3:30])[C:24](=[CH:25][C:26](=[O:36])[CH2:27][CH2:28]2)[C:23](=[CH2:1])[CH2:22]3)[CH2:19][CH2:18]1)[C:11](=[O:17])[CH2:12][O:13][C:14](=[O:16])[CH3:15])(=[O:8])[CH3:7] |f:0.1|. Procedure details: A suspension of 1.0 g of sodium acetate in 30 ml of methylene chloride, 30 ml of formaldehyde dimethylacetal and 3.8 ml of phosphorus oxychloride is combined with 1.0 g of 17,21-diacetoxy-4-pregnene-3,20-dione and refluxed for 35 hours under agitation. After cooling to room temperature, the mixture is diluted with methylene chloride and water. Under stirring, a saturated soda solution is added dropwise until an alkaline reaction of the aqueous phase has been obtained. The organic phase is separa...